This data is from the Open Reaction Database (ORD), a public repository of structured organic reaction records. The task is: describe an organic reaction: reactants, conditions, products, and yield Reactants: O1CCCC1 (tetrahydrofuran), [OH-].[Na+] (sodium hydroxide), [H-].[Al+3].[Li+].[H-].[H-].[H-] (lithium aluminum hydride), ClC1=CC=C(C=C1)N1N=C(CC1C)NC=O (N-[1-(p-chlorophenyl)-5-methyl-2-pyrazolin-3-yl]formamide). The solvent is O (water), O (water). Yields the product ClC1=CC=C(C=C1)N1N=C(CC1C)NC (1-(p-Chlorophenyl)-5-methyl-3-methylamino-2-pyrazoline). As a reaction SMILES: O1CCCC1.[H-].[Al+3].[Li+].[H-].[H-].[H-].[Cl:12][C:13]1[CH:18]=[CH:17][C:16]([N:19]2[CH:23]([CH3:24])[CH2:22][C:21]([NH:25][CH:26]=O)=[N:20]2)=[CH:15][CH:14]=1.[OH-].[Na+]>O>[Cl:12][C:13]1[CH:14]=[CH:15][C:16]([N:19]2[CH:23]([CH3:24])[CH2:22][C:21]([NH:25][CH3:26])=[N:20]2)=[CH:17][CH:18]=1 |f:1.2.3.4.5.6,8.9|. Procedure: To a stirred solution of 250 ml. of freshly distilled tetrahydrofuran under nitrogen is added cautiously 3.3 g. of lithium aluminum hydride, then 3.3 g. of N-[1-(p-chlorophenyl)-5-methyl-2-pyrazolin-3-yl]formamide is added and the mixture is refluxed under nitrogen for 4 hours. The reaction mixture is cooled. Then with stirring, 3.3 ml. of water is cautiously added dropwise, followed by 3.3 ml. of 15% aqueous sodium hydroxide solution and 10.0 ml. of water. The mixture is filtered and the residu... Starting materials: acid chloride, [Cl-].[Al+3].[Cl-].[Cl-] (aluminum chloride), FC=1C=C(C=CC1)CN1C(CCC1=O)C(=O)O ((±)-1-[(3-fluorophenyl)methyl]-5-oxo-2-pyrrolidine carboxylic acid), S(=O)(Cl)Cl (thionyl chloride), resultant solution. Run in ClCCl (dichloromethane). Run at temperature 5 celsius, time 8 hour. Yields the product FC=1C=CC=2C(C3N(CC2C1)C(CC3)=O)=O (1,10a-Dihydro-7-fluoropyrrolo[1,2-b]isoquinoline-3,10[2H,5H]-dione). As a reaction SMILES: [F:1][C:2]1[CH:3]=[C:4]([CH2:8][N:9]2[C:13](=[O:14])[CH2:12][CH2:11][CH:10]2[C:15]([OH:17])=O)[CH:5]=[CH:6][CH:7]=1.S(Cl)(Cl)=O.[Cl-].[Al+3].[Cl-].[Cl-]>ClCCl>[F:1][C:2]1[CH:7]=[CH:6][C:5]2[C:15](=[O:17])[CH:10]3[CH2:11][CH2:12][C:13](=[O:14])[N:9]3[CH2:8][C:4]=2[CH:3]=1 |f:2.3.4.5|. Procedure: To a solution of 50.00 g of (±)-1-[(3-fluorophenyl)methyl]-5-oxo-2-pyrrolidine carboxylic acid in sieve dried dichloromethane (450 ml), 27.48 g of thionyl chloride was added, and the resultant solution was stirred and refluxed for 5 hours. An infrared spectrum of the solution indicated the presence of the acid chloride. After standing overnight at ambient temperature, the solution was chilled to 5° C. and 84 g of aluminum chloride was added in portions with vigorous stirring. The reaction was ex... The product is C1(=CC=CC=2SC3=CC=CC=C3SC12)C=1OC(=CC(C1)=O)N1CCOCC1 (2-Thianthren-1-yl-6-morpholin-4-yl-pyran-4-one). Reagents/catalysts: C=1C=CC(=CC1)[P](C=2C=CC=CC2)(C=3C=CC=CC3)[Pd]([P](C=4C=CC=CC4)(C=5C=CC=CC5)C=6C=CC=CC6)([P](C=7C=CC=CC7)(C=8C=CC=CC8)C=9C=CC=CC9)[P](C=1C=CC=CC1)(C=1C=CC=CC1)C=1C=CC=CC1 (Pd(PPh3)4). Reported procedure: 2-Chloro-6-morpholin-4-yl-pyran-4-one (3) (863 mg, 4 mmol), thianthrene-1-boronic acid (1.145 g, 4.4 mmol), and ground potassium carbonate (1.105 g, 8 mmol) were suspended in dioxane (10 ml) and degassed (sonication for 5 minutes then saturated with N2). Pd(PPh3)4 (231 mg, 0.2 mmol) was then added and the reaction mixture was then heated at 90° C. for 24 hours under a vigorous stirring and a N2 atmosphere. The solvent was removed in vacuo and the residue was then suspended in water 50 ml) and ex... As a reaction SMILES: Cl[C:2]1[O:3][C:4]([N:9]2[CH2:14][CH2:13][O:12][CH2:11][CH2:10]2)=[CH:5][C:6](=[O:8])[CH:7]=1.[C:15]1(B(O)O)[C:28]2[S:27][C:26]3[C:21](=[CH:22][CH:23]=[CH:24][CH:25]=3)[S:20][C:19]=2[CH:18]=[CH:17][CH:16]=1.C(=O)([O-])[O-].[K+].[K+].N#N>O1CCOCC1.C1C=CC([P]([Pd]([P](C2C=CC=CC=2)(C2C=CC=CC=2)C2C=CC=CC=2)([P](C2C=CC=CC=2)(C2C=CC=CC=2)C2C=CC=CC=2)[P](C2C=CC=CC=2)(C2C=CC=CC=2)C2C=CC=CC=2)(C2C=CC=CC=2)C2C=CC=CC=2)=CC=1>[C:25]1([C:2]2[O:3][C:4]([N:9]3[CH2:14][CH2:13][O:12][CH2:11][CH2:10]3)=[CH:5][C:6](=[O:8])[CH:7]=2)[C:26]2[S:27][C:28]3[C:19](=[CH:18][CH:17]=[CH:16][CH:15]=3)[S:20][C:21]=2[CH:22]=[CH:23][CH:24]=1 |f:2.3.4,^1:49,51,70,89|. The solvent is O1CCOCC1 (dioxane). Yield: 4.4%. Run at temperature 90 celsius. Starting materials: ClC=1OC(=CC(C1)=O)N1CCOCC1 (2-Chloro-6-morpholin-4-yl-pyran-4-one), N#N (N2), C1(=CC=CC=2SC3=CC=CC=C3SC12)B(O)O (thianthrene-1-boronic acid), C([O-])([O-])=O.[K+].[K+] (potassium carbonate).